From a dataset of the Open Reaction Database (ORD), a public repository of structured organic reaction records. describe an organic reaction: reactants, conditions, products, and yield The reactants are BrCCOC(C1=CC=CC=C1)(C(=O)C1=CC=CC=C1)OCCBr (benzil-di-(β-bromoethyl)ketal), CC1(CC(=O)NC(C1)=O)C.[Na] (sodium 3,3-dimethylglutarimide). Yields the product CC1(CC(=O)N(C(C1)=O)CCOC(C1=CC=CC=C1)(C(=O)C1=CC=CC=C1)OCCN1C(CC(CC1=O)(C)C)=O)C (benzil-di-(3,3-dimethyl glutarimidoethyl)ketal). The yield is 97.8%. RXN SMILES: Br[CH2:2][CH2:3][O:4][C:5]([O:20][CH2:21][CH2:22]Br)([C:12]([C:14]1[CH:19]=[CH:18][CH:17]=[CH:16][CH:15]=1)=[O:13])[C:6]1[CH:11]=[CH:10][CH:9]=[CH:8][CH:7]=1.[CH3:24][C:25]1([CH3:33])[CH2:31][C:30](=[O:32])[NH:29][C:27](=[O:28])[CH2:26]1.[Na]>>[CH3:24][C:25]1([CH3:33])[CH2:31][C:30](=[O:32])[N:29]([CH2:2][CH2:3][O:4][C:5]([O:20][CH2:21][CH2:22][N:29]2[C:30](=[O:32])[CH2:31][C:25]([CH3:33])([CH3:24])[CH2:26][C:27]2=[O:28])([C:12]([C:14]2[CH:19]=[CH:18][CH:17]=[CH:16][CH:15]=2)=[O:13])[C:6]2[CH:11]=[CH:10][CH:9]=[CH:8][CH:7]=2)[C:27](=[O:28])[CH2:26]1 |f:1.2,^1:33|. Reported procedure: When 13.26 g of benzil-di-(β-bromoethyl)ketal and 10.63 g of sodium 3,3-dimethylglutarimide were reacted and worked up in the same way as in Example 4, 16.5 g (yield 95.8%) of benzil-di-(3,3-dimethyl glutarimidoethyl)ketal was obtained. Recrystallization from ethanol afforded crystals having a melting point of 130° C. Starting materials: Cc1cc(Br)cc(CBr)c1F, O=C([O-])O, CC(C)=O, [Na+], O. Product: Cc1cc(Br)cc(CO)c1F. As a reaction SMILES: [Br:1][c:2]1[cH:3][c:4]([CH3:11])[c:5]([F:10])[c:6]([CH2:8][Br:9])[cH:7]1.[C:12]([O-:13])(=[O:14])[OH:15].[CH3:18][C:19](=[O:20])[CH3:21].[Na+:16].[OH2:17]>>[Br:1][c:2]1[cH:3][c:4]([CH3:11])[c:5]([F:10])[c:6]([CH2:8][OH:13])[cH:7]1.